From a dataset of the Open Reaction Database (ORD), a public repository of structured organic reaction records. describe an organic reaction: reactants, conditions, products, and yield Reactants: CN1C=CC2=CC(=CC=C12)C1=C(C2=C(NC(N=C2)=O)O1)C1=CC(=C(C(=C1)OC)OC)OC (6-(1-Methyl-1H-indol-5-yl)-5-(3,4,5-trimethoxy-phenyl)-1H-furo[2,3-d]pyrimidin-2-one), P(=O)(Cl)(Cl)Cl (P(O)Cl3). The product is ClC=1N=CC2=C(N1)OC(=C2C2=CC(=C(C(=C2)OC)OC)OC)C=2C=C1C=CN(C1=CC2)C (2-Chloro-6-(1-methyl-1H-indol-5-yl)-5-(3,4,5-trimethoxy-phenyl)-furo[2,3-d]pyrimidine). Reaction SMILES: [CH3:1][N:2]1[C:10]2[C:5](=[CH:6][C:7]([C:11]3[O:20][C:14]4[NH:15][C:16](=O)[N:17]=[CH:18][C:13]=4[C:12]=3[C:21]3[CH:26]=[C:25]([O:27][CH3:28])[C:24]([O:29][CH3:30])=[C:23]([O:31][CH3:32])[CH:22]=3)=[CH:8][CH:9]=2)[CH:4]=[CH:3]1.P(Cl)(Cl)([Cl:35])=O>>[Cl:35][C:16]1[N:17]=[CH:18][C:13]2[C:12]([C:21]3[CH:22]=[C:23]([O:31][CH3:32])[C:24]([O:29][CH3:30])=[C:25]([O:27][CH3:28])[CH:26]=3)=[C:11]([C:7]3[CH:6]=[C:5]4[C:10](=[CH:9][CH:8]=3)[N:2]([CH3:1])[CH:3]=[CH:4]4)[O:20][C:14]=2[N:15]=1. Reported procedure: The product of example 4 (200 mg, 0.46 mmol) was heated in freshly distilled P(O)Cl3 (10 ml) to 90° C. for 3 hours and then solvents were removed under vacuum. The residue was dissolved in CH2Cl2 and washed with aqueous NaHCO3 and evaporated. The residue was purified by silica gel column chromatography using increasing gradient of CH2Cl2 in hexane to pure CH2Cl2. Yield (40%); 1H NMR (300 MHz, CDCl3) δ: 3.77 (s, 6H, 2×OMe), 3.79 (s, 3H, OMe), 3.94 (s, 3H, OMe), 6.49 (d, J=3.0 Hz, 1H), 6.71 (s, 2H... Reactants: CO, COc1ccc(C(=O)Cc2cc(Cl)ccn2)cc1, Cl, NO, [Na+], [OH-]. Yields the product COc1ccc(C(Cc2cc(Cl)ccn2)=NO)cc1. RXN SMILES: [CH3:24][OH:25].[Cl:1][c:2]1[cH:3][c:4]([CH2:8][C:9](=[O:10])[c:11]2[cH:12][cH:13][c:14]([O:17][CH3:18])[cH:15][cH:16]2)[n:5][cH:6][cH:7]1.[ClH:19].[NH2:20][OH:21].[Na+:23].[OH-:22]>>[Cl:1][c:2]1[cH:3][c:4]([CH2:8][C:9]([c:11]2[cH:12][cH:13][c:14]([O:17][CH3:18])[cH:15][cH:16]2)=[N:20][OH:21])[n:5][cH:6][cH:7]1. Reactants: ClC1=C(C=CC(=C1)Cl)C=1N=C2SCCN2C1 (6-(2,4-dichlorophenyl)-2,3-dihydroimidazo[2,1-b]thiazole), BrN1C(CCC1=O)=O (N-bromosuccinimide). Run in O (water), CN(C=O)C (dimethylformamide). Conditions: time 18 hour. Product: BrC1=C(N=C2SCCN21)C2=C(C=C(C=C2)Cl)Cl (5-bromo-6-(2,4-dichlorophenyl)-2,3-dihydroimidazo[2,1-b]thiazole). As a reaction SMILES: [Cl:1][C:2]1[CH:7]=[C:6]([Cl:8])[CH:5]=[CH:4][C:3]=1[C:9]1[N:10]=[C:11]2[N:15]([CH:16]=1)[CH2:14][CH2:13][S:12]2.[Br:17]N1C(=O)CCC1=O>CN(C)C=O.O>[Br:17][C:16]1[N:15]2[C:11]([S:12][CH2:13][CH2:14]2)=[N:10][C:9]=1[C:3]1[CH:4]=[CH:5][C:6]([Cl:8])=[CH:7][C:2]=1[Cl:1]. Procedure: The 6-(2,4-dichlorophenyl)-2,3-dihydroimidazo[2,1-b]thiazole (0.6 g) prepared above and N-bromosuccinimide (0.45 g) were dissolved in dimethylformamide (5 ml). The mixture was heated to reflux and stirred for 18 h at room temperature. The mixture was diluted with water (60 ml) and allowed to crystallize. The liquid was decanted and the residue was dissolved in methylene chloride and dried with magnesium sulfate. The organic residue was chromatographed on silica gel with hexanes/ethyl acetate (3:... RXN SMILES: [CH3:23][CH2:24][CH2:25][CH2:26][CH2:27][CH2:28][CH3:29].[CH3:30][C:31](=[O:32])[OH:33].[Cl:9][c:10]1[cH:11][c:12]([OH:17])[cH:13][cH:14][c:15]1[F:16].[I:1][N:2]1[C:3](=[O:4])[CH2:5][CH2:6][C:7]1=[O:8].[S:18](=[O:19])(=[O:20])([OH:21])[OH:22]>>[I:1][c:13]1[c:12]([OH:17])[cH:11][c:10]([Cl:9])[c:15]([F:16])[cH:14]1. The product is Oc1cc(Cl)c(F)cc1I. Starting materials: CCCCCCC, CC(=O)O, Oc1ccc(F)c(Cl)c1, O=C1CCC(=O)N1I, O=S(=O)(O)O. As a reaction SMILES: [CH3:27][OH:28].[Na+:2].[O:3]=[C:4]1[N:5]2[CH2:6][CH2:7][CH2:8][c:9]3[c:10]2[c:11]([cH:24][cH:25][cH:26]3)[CH2:12][C:13]1([C:14](=[O:15])[O:16][CH2:17][CH3:18])[NH:19][C:20]([CH2:21][CH3:22])=[O:23].[OH-:1]>>[O:3]=[C:4]1[N:5]2[CH2:6][CH2:7][CH2:8][c:9]3[c:10]2[c:11]([cH:24][cH:25][cH:26]3)[CH2:12][C:13]1([C:14](=[O:15])[OH:16])[NH:19][C:20]([CH2:21][CH3:22])=[O:23]. Reactants: CO, [Na+], CCOC(=O)C1(NC(=O)CC)Cc2cccc3c2N(CCC3)C1=O, [OH-]. Product: CCC(=O)NC1(C(=O)O)Cc2cccc3c2N(CCC3)C1=O. The reactants are ClC1=CC=CC(=N1)NC=1SC=CN1 ((6-chloro-pyridin-2-yl)-thiazol-2-yl-amine), C(C)(C)N(C(C)C)CC (N,N-diisopropylethylamine), CO (methanol), CN(C=O)C (N,N-dimethylformamide), [C]=O (carbon monoxide). The reagents and catalysts are C(C)(=O)[O-].[Pd+2].C(C)(=O)[O-] (palladium acetate), C1(=CC=CC=C1)P([C-]1C=CC=C1)C1=CC=CC=C1.[C-]1(C=CC=C1)P(C1=CC=CC=C1)C1=CC=CC=C1.[Fe+2] (1,1′-bisdiphenylphosphinoferrocene). The product is S1C(=NC=C1)NC1=CC=CC(=N1)C(=O)OC (methyl 6-(thiazol-2-ylamino)-pyridine-2-carboxylate). RXN SMILES: Cl[C:2]1[N:7]=[C:6]([NH:8][C:9]2[S:10][CH:11]=[CH:12][N:13]=2)[CH:5]=[CH:4][CH:3]=1.C(N(CC)C(C)C)(C)C.[CH3:23][OH:24].[C]=O.CN(C)[CH:29]=[O:30]>C([O-])(=O)C.[Pd+2].C([O-])(=O)C.C1(P(C2C=CC=CC=2)[C-]2C=CC=C2)C=CC=CC=1.[C-]1(P(C2C=CC=CC=2)C2C=CC=CC=2)C=CC=C1.[Fe+2]>[S:10]1[CH:11]=[CH:12][N:13]=[C:9]1[NH:8][C:6]1[N:7]=[C:2]([C:23]([O:30][CH3:29])=[O:24])[CH:3]=[CH:4][CH:5]=1 |f:5.6.7,8.9.10,^3:24|. Procedure details: A mixture of 1.94 g (9.17 mmol) of (6-chloro-pyridin-2-yl)-thiazol-2-yl-amine, 206 mg (0.918 mmol) of palladium acetate, 508 mg (0.916 mmol) of 1,1′-bisdiphenylphosphinoferrocene, 2.40 ml (13.8 mmol) of N,N-diisopropylethylamine, 10 ml of methanol and 15 ml of N,N-dimethylformamide was stirred at 100° C. for 3 hours and 15 minutes under 3 atmospheric pressure of carbon monoxide and cooled on an ice bath. The resulting solid was filtered and washed with ether to give 1.53 g (6.50 mmol) of the tit...